This data is from the Open Reaction Database (ORD), a public repository of structured organic reaction records. The task is: describe an organic reaction: reactants, conditions, products, and yield Starting materials: N#Cc1c[nH]c2ccc(CCNC(=O)c3ccc(-c4ccnc(Cl)n4)cc3)cc12, CCN(CC)CCNC. The product is CCN(CC)CCN(C)c1nccc(-c2ccc(C(=O)NCCc3ccc4[nH]cc(C#N)c4c3)cc2)n1. As a reaction SMILES: [C:10](#[N:11])[c:12]1[cH:13][nH:14][c:15]2[cH:16][cH:17][c:18]([CH2:21][CH2:22][NH:23][C:24]([c:25]3[cH:26][cH:27][c:28](-[c:31]4[n:32][c:33]([Cl:37])[n:34][cH:35][cH:36]4)[cH:29][cH:30]3)=[O:38])[cH:19][c:20]12.[CH2:1]([CH3:2])[N:3]([CH2:4][CH2:5][NH:6][CH3:7])[CH2:8][CH3:9]>>[CH2:1]([CH3:2])[N:3]([CH2:4][CH2:5][N:6]([CH3:7])[c:33]1[n:32][c:31](-[c:28]2[cH:27][cH:26][c:25]([C:24]([NH:23][CH2:22][CH2:21][c:18]3[cH:17][cH:16][c:15]4[nH:14][cH:13][c:12]([C:10]#[N:11])[c:20]4[cH:19]3)=[O:38])[cH:30][cH:29]2)[cH:36][cH:35][n:34]1)[CH2:8][CH3:9].